This data is from the Open Reaction Database (ORD), a public repository of structured organic reaction records. The task is: describe an organic reaction: reactants, conditions, products, and yield Product: O=S(=O)(c1ccccc1)n1cc(Cc2cnc(NCc3ccc(Cl)cc3)nc2)c2cc(Cl)cnc21. Reaction SMILES: [CH3:41][N:42]1[CH2:43][CH2:44][CH2:45][C:46]1=[O:47].[Cl:31][c:32]1[cH:33][cH:34][c:35]([CH2:36][NH2:37])[cH:38][cH:39]1.[OH2:40].[c:1]1([S:7](=[O:8])(=[O:9])[n:10]2[cH:11][c:12]([CH2:20][c:21]3[cH:22][n:23][c:24]([S:27]([CH3:28])(=[O:29])=[O:30])[n:25][cH:26]3)[c:13]3[c:14]2[n:15][cH:16][c:17]([Cl:19])[cH:18]3)[cH:2][cH:3][cH:4][cH:5][cH:6]1>>[c:1]1([S:7](=[O:8])(=[O:9])[n:10]2[cH:11][c:12]([CH2:20][c:21]3[cH:22][n:23][c:24]([NH:37][CH2:36][c:35]4[cH:34][cH:33][c:32]([Cl:31])[cH:39][cH:38]4)[n:25][cH:26]3)[c:13]3[c:14]2[n:15][cH:16][c:17]([Cl:19])[cH:18]3)[cH:2][cH:3][cH:4][cH:5][cH:6]1. Starting materials: CN1CCCC1=O, NCc1ccc(Cl)cc1, O, CS(=O)(=O)c1ncc(Cc2cn(S(=O)(=O)c3ccccc3)c3ncc(Cl)cc23)cn1. The reagents and catalysts are PCy3. The reactants are C[Si](C)(C)Oc2ccc1ccccc1c2 (substrate), CC(C)N(C(=O)c1ccc([Zn](C)(C)(C)([Li])[Li])cc1)C(C)C (effective_coupling_partner). Yields the product CC(C)N(C(=O)c3ccc(c2ccc1ccccc1c2)cc3)C(C)C. Conditions: temperature 25 celsius, time 12 hour. Reactants: O=C(C(=O)O)N(CC1=CC=C(C=C1)C(F)(F)F)CC1=CC=C(C=C1)C#CC1=CC=C(C=C1)CCC (oxo{{4-[(4-propylphenyl)ethynyl]benzyl}[4-(trifluoromethyl)benzyl]amino}acetic acid). Run in CCOC(=O)C (EtOAc). Product: O=C(C(=O)O)N(CC1=CC=C(C=C1)C(F)(F)F)CC1=CC=C(C=C1)CCC1=CC=C(C=C1)CCC (oxo{{4-[2-(4-propylphenyl)ethyl]benzyl}[4-(trifluoromethyl)benzyl]-amino}acetic acid). The yield is 51.0%. As a reaction SMILES: [O:1]=[C:2]([N:6]([CH2:18][C:19]1[CH:24]=[CH:23][C:22]([C:25]#[C:26][C:27]2[CH:32]=[CH:31][C:30]([CH2:33][CH2:34][CH3:35])=[CH:29][CH:28]=2)=[CH:21][CH:20]=1)[CH2:7][C:8]1[CH:13]=[CH:12][C:11]([C:14]([F:17])([F:16])[F:15])=[CH:10][CH:9]=1)[C:3]([OH:5])=[O:4]>CCOC(C)=O>[O:1]=[C:2]([N:6]([CH2:18][C:19]1[CH:24]=[CH:23][C:22]([CH2:25][CH2:26][C:27]2[CH:32]=[CH:31][C:30]([CH2:33][CH2:34][CH3:35])=[CH:29][CH:28]=2)=[CH:21][CH:20]=1)[CH2:7][C:8]1[CH:9]=[CH:10][C:11]([C:14]([F:15])([F:16])[F:17])=[CH:12][CH:13]=1)[C:3]([OH:5])=[O:4]. Reported procedure: The same procedure as employed in the preparation of Example 1 (step c) but using oxo{{4-[(4-propylphenyl)ethynyl]benzyl}[4-(trifluoromethyl)benzyl]amino}acetic acid in EtOAc gave the title compound as a colorless oil (51%). M−(LC/MS(ESI)): 482. HPLC (Condition A), Rt: 5.43 min (HPLC purity: 89.2%). The reactants are CC(C)=O, CO, O=C(O)c1cc(I)cc(C(=O)O)c1, [Na+], [OH-], O. The product is COC(=O)c1cc(I)cc(C(=O)O)c1. RXN SMILES: [CH3:16][C:17](=[O:18])[CH3:19].[CH3:21][OH:22].[I:1][c:2]1[cH:3][c:4]([C:11](=[O:12])[OH:13])[cH:5][c:6]([C:7](=[O:8])[OH:9])[cH:10]1.[Na+:15].[OH-:14].[OH2:20]>>[I:1][c:2]1[cH:3][c:4]([C:11]([O:12][CH3:16])=[O:13])[cH:5][c:6]([C:7](=[O:8])[OH:9])[cH:10]1. Conditions: time 5 hour. Product: C(C)(C)(C)OC(C(CC1=C(C=CC(=C1)OC)F)N=C(C1=CC=CC=C1)C1=CC=CC=C1)=O (2-(Benzhydrylidene-amino)-3-(2-fluoro-5-methoxy-phenyl)-propionic acid tert-butyl ester). Reactants: S(=O)(=O)([O-])[O-].C(CCC)[N+](CCCC)(CCCC)CCCC.C(CCC)[N+](CCCC)(CCCC)CCCC (Tetrabutylammonium sulfate), BrCC1=C(C=CC(=C1)OC)F (2-Bromomethyl-1-fluoro-4-methoxy-benzene), [OH-].[Na+] (NaOH), C(C)(C)(C)OC(CN=C(C1=CC=CC=C1)C1=CC=CC=C1)=O ((Benzhydrylidene-amino)-acetic acid tert-butyl ester). Isolated yield 90.0%. Procedure: Tetrabutylammonium sulfate (156.2 mg, 0.46 mmol) was added to a two-phase mixture consisting of 10% NaOH (2.5 mL), t-butylglycinate Schiff base 3 (142.7 mg, 0.48 mmol), and 2-fluoro-5-methoxybenzyl bromide 35 (100 mg, 0.46 mmol) in dichloromethane (2.0 mL). After 5 h of vigorous stirring at ambient temperature, the reaction mixture was diluted with ether (10 mL) and the layers were separated. The organic layer was washed with water (3×3.0 mL), dried over sodium sulfate, filtered, and evaporated ... The solvent is ClCCl (dichloromethane), CCOCC (ether). As a reaction SMILES: S([O-])([O-])(=O)=O.C([N+](CCCC)(CCCC)CCCC)CCC.C([N+](CCCC)(CCCC)CCCC)CCC.[OH-].[Na+].[C:42]([O:46][C:47](=[O:63])[CH2:48][N:49]=[C:50]([C:57]1[CH:62]=[CH:61][CH:60]=[CH:59][CH:58]=1)[C:51]1[CH:56]=[CH:55][CH:54]=[CH:53][CH:52]=1)([CH3:45])([CH3:44])[CH3:43].Br[CH2:65][C:66]1[CH:71]=[C:70]([O:72][CH3:73])[CH:69]=[CH:68][C:67]=1[F:74]>ClCCl.CCOCC>[C:42]([O:46][C:47](=[O:63])[CH:48]([N:49]=[C:50]([C:51]1[CH:52]=[CH:53][CH:54]=[CH:55][CH:56]=1)[C:57]1[CH:58]=[CH:59][CH:60]=[CH:61][CH:62]=1)[CH2:65][C:66]1[CH:71]=[C:70]([O:72][CH3:73])[CH:69]=[CH:68][C:67]=1[F:74])([CH3:45])([CH3:43])[CH3:44] |f:0.1.2,3.4|. The reactants are ClC1=C(C(=NC=2N1C=C(N2)C)Cl)C2=CC=CC=C2 (5,7-Dichloro-2-methyl-6-phenyl-imidazo[1,2-a]pyrimidine), C(C)(=O)O (acetic acid). Run in CO (methanol), C1CCOC1 (THF). Yields the product ClC1=NC=2N(C=C1C1=CC=CC=C1)C=C(N2)C (7-chloro-2-methyl-6-phenyl-imidazo[1,2-a]pyrimidine). The yield is 3.6%. Reaction SMILES: Cl[C:2]1[N:7]2[CH:8]=[C:9]([CH3:11])[N:10]=[C:6]2[N:5]=[C:4]([Cl:12])[C:3]=1[C:13]1[CH:18]=[CH:17][CH:16]=[CH:15][CH:14]=1.C(O)(=O)C>CO.C1COCC1>[Cl:12][C:4]1[C:3]([C:13]2[CH:18]=[CH:17][CH:16]=[CH:15][CH:14]=2)=[CH:2][N:7]2[CH:8]=[C:9]([CH3:11])[N:10]=[C:6]2[N:5]=1. Procedure: 8.3 g (30 mmol) 5,7-Dichloro-2-methyl-6-phenyl-imidazo[1,2-a]pyrimidine are dissolved in 14.5 mL methanol and 85 mL THF. After addition of 3.4 mL acetic acid 5.8 g (45 mmol) zinc/copper pair are added in portions and the mixture is stirred at rt for four and a half hours. The reaction mixture is filtered via a glass microfibre filter and washed with plenty of methanol. The solvent has been removed and the residue redissolved in ethyl acetate. After washing twice with brine and drying over Na2SO4... Starting materials: [NH4+].[Cl-] (NH4Cl), OC1=C2C(OCC2=C(C(=C1C/C=C(/C(CC(=O)OCC)CCCBr)\C)OC)C)=O (ethyl (E) 6-(1,3-dihydro-4-hydroxy-6-methoxy-7-methyl-3-oxoisobenzofuran-5-yl)-3-(3-bromopropyl)-4-methylhex-4-enoate), solution, C[Si](C)(C)[N-][Si](C)(C)C.[Na+] (sodium bis (trimethylsilyl) amide). Run in C1CCOC1 (THF), C1CCOC1 (THF). Reaction conditions: temperature -78 celsius, time 45 minute. Yields the product OC1=C2C(OCC2=C(C(=C1C/C=C(\C)/C1C(CCC1)C(=O)OCC)OC)C)=O (ethyl (E) 2-[-3-(4-hydroxy-1,3-dihydro-6-methoxy-7-methyl-3-oxoisobenzofuran-5-yl)-1-methylpropenyl]-cyclopentanecarboxylate). The yield is 67.6%. RXN SMILES: [OH:1][C:2]1[C:10]([CH2:11]/[CH:12]=[C:13](\[CH3:25])/[CH:14]([CH2:21][CH2:22][CH2:23]Br)[CH2:15][C:16]([O:18][CH2:19][CH3:20])=[O:17])=[C:9]([O:26][CH3:27])[C:8]([CH3:28])=[C:7]2[C:3]=1[C:4](=[O:29])[O:5][CH2:6]2.C[Si]([N-][Si](C)(C)C)(C)C.[Na+].[NH4+].[Cl-]>C1COCC1>[OH:1][C:2]1[C:10]([CH2:11]/[CH:12]=[C:13](/[CH:14]2[CH2:21][CH2:22][CH2:23][CH:15]2[C:16]([O:18][CH2:19][CH3:20])=[O:17])\[CH3:25])=[C:9]([O:26][CH3:27])[C:8]([CH3:28])=[C:7]2[C:3]=1[C:4](=[O:29])[O:5][CH2:6]2 |f:1.2,3.4|. Procedure: A solution of ethyl (E) 6-(1,3-dihydro-4-hydroxy-6-methoxy-7-methyl-3-oxoisobenzofuran-5-yl)-3-(3-bromopropyl)-4-methylhex-4-enoate (420 mg) was cooled to -78° C. in THF (50 ml), and a 1M solution of sodium bis (trimethylsilyl) amide (1.88 ml) in THF was added slowly. The reaction was stirred for 45 min at -78° C., and then allowed to warm to 0° C. over 15 minutes, at which time 5 ml of 1N NH4Cl) was added. The THF was evaporated, the aqueous layer extracted with ether, the ether layer washed wi... The reactants are acid chloride, C1=CC(=C(C(=C1)Cl)Cl)C2=C(N=C(N=N2)N)N (Lamotrigine), acid chloride, ClC1=C(C(=O)Cl)C=CC=C1Cl (2,3-dichlorobenzoyl chloride). Run in N1=CC=CC=C1 (pyridine). Product: NC=1N=C(N=NC1C1=C(C(=CC=C1)Cl)Cl)NC(C1=C(C(=CC=C1)Cl)Cl)=O (N-[5-Amino-6-(2,3-dichlorophenyl)-1,2,4-triazine-3-yl]-2,3-dichlorobenzamide). As a reaction SMILES: [CH:1]1[CH:6]=[C:5]([Cl:7])[C:4]([Cl:8])=[C:3]([C:9]2[N:14]=[N:13][C:12]([NH2:15])=[N:11][C:10]=2[NH2:16])[CH:2]=1.[Cl:17][C:18]1[C:26]([Cl:27])=[CH:25][CH:24]=[CH:23][C:19]=1[C:20](Cl)=[O:21]>N1C=CC=CC=1>[NH2:16][C:10]1[N:11]=[C:12]([NH:15][C:20](=[O:21])[C:19]2[CH:23]=[CH:24][CH:25]=[C:26]([Cl:27])[C:18]=2[Cl:17])[N:13]=[N:14][C:9]=1[C:3]1[CH:2]=[CH:1][CH:6]=[C:5]([Cl:7])[C:4]=1[Cl:8]. Reported procedure: Lamotrigine (512.00 g, 2.00 moles) was dissolved in pyridine (3 I) and 2,3-dichlorobenzoyl chloride (873.00 g, 96% pure, equivalent to 838.10 g, 4.00 moles) was added below 35° C. with stirring under anhydrous conditions. The acid chloride was added in two equal portions. The second portion of acid chloride was added after 30 minutes from the start of the reaction and stirred below 35° C. for a further 30 minutes. Starting materials: BrC=1C(OC(CC1O)(CCC1=CC=CC=C1)C1=CC=CC=C1)=O (3-bromo-5,6-dihydro-4-hydroxy-6-phenyl-6-(2-phenylethyl)-2H-pyran-2-one), CC=1C=CC(=C(C1)S)C(C)C (5-methyl-2-isopropylbenzenethiol), N1CCCCC1 (piperidine). The solvent is ClCCl (dichloromethane). Yields the product OC1=C(C(OC(C1)(CCC1=CC=CC=C1)C1=CC=CC=C1)=O)SC1=C(C=CC(=C1)C)C(C)C (5,6-Dihydro-4-hydroxy-3-(5-methyl-2-isopropylphenylthio)-6-phenyl-6-(2-phenylethyl)-2H-pyran-2-one). Reaction SMILES: Br[C:2]1[C:3](=[O:23])[O:4][C:5]([C:17]2[CH:22]=[CH:21][CH:20]=[CH:19][CH:18]=2)([CH2:9][CH2:10][C:11]2[CH:16]=[CH:15][CH:14]=[CH:13][CH:12]=2)[CH2:6][C:7]=1[OH:8].[CH3:24][C:25]1[CH:26]=[CH:27][C:28]([CH:32]([CH3:34])[CH3:33])=[C:29]([SH:31])[CH:30]=1.N1CCCCC1>ClCCl>[OH:8][C:7]1[CH2:6][C:5]([C:17]2[CH:22]=[CH:21][CH:20]=[CH:19][CH:18]=2)([CH2:9][CH2:10][C:11]2[CH:16]=[CH:15][CH:14]=[CH:13][CH:12]=2)[O:4][C:3](=[O:23])[C:2]=1[S:31][C:29]1[CH:30]=[C:25]([CH3:24])[CH:26]=[CH:27][C:28]=1[CH:32]([CH3:34])[CH3:33]. Reported procedure: The title compound was prepared as described in General Method 6 from 2.0 mmol of 3-bromo-5,6-dihydro-4-hydroxy-6-phenyl-6-(2-phenylethyl)-2H-pyran-2-one (prepared in example BBB), 2.1 mmol of 5-methyl-2-isopropylbenzenethiol, and 2.1 mmol of piperidine in 30 mL of dichloromethane. The product was chromatographed on silica gel, eluting first with chloroform and then with 5% methanol in chloroform (m.p. 66°-67° C.). 1H NMR (DMSO-d6) δ 1.16 (m, 6 H), 1.87 (s, 3 H), 2.26 (m, 3 H), 2.57 (m, 1 H), 3.... The reactants are O=C([O-])[O-], Cc1ccccc1, [Cl-], Cc1cc2c(c(Cl)n1)C(=O)OCC2, OB(O)c1ccc(F)cc1, [K+], [K+], [NH4+], O, c1ccc(P(c2ccccc2)(c2ccccc2)[Pd](P(c2ccccc2)(c2ccccc2)c2ccccc2)(P(c2ccccc2)(c2ccccc2)c2ccccc2)P(c2ccccc2)(c2ccccc2)c2ccccc2)cc1. Yields the product Cc1cc2c(c(-c3ccc(F)cc3)n1)C(=O)OCC2. As a reaction SMILES: [C:24](=[O:25])([O-:26])[O-:27].[CH3:32][c:33]1[cH:34][cH:35][cH:36][cH:37][cH:38]1.[Cl-:30].[Cl:1][c:2]1[n:3][c:4]([CH3:13])[cH:5][c:6]2[c:7]1[C:8](=[O:12])[O:9][CH2:10][CH2:11]2.[F:14][c:15]1[cH:16][cH:17][c:18]([B:21]([OH:22])[OH:23])[cH:19][cH:20]1.[K+:28].[K+:29].[NH4+:31].[OH2:116].[cH:39]1[cH:40][cH:41][c:42]([P:43]([Pd:44]([P:45]([c:46]2[cH:47][cH:48][cH:49][cH:50][cH:51]2)([c:52]2[cH:53][cH:54][cH:55][cH:56][cH:57]2)[c:58]2[cH:59][cH:60][cH:61][cH:62][cH:63]2)([P:64]([c:65]2[cH:66][cH:67][cH:68][cH:69][cH:70]2)([c:71]2[cH:72][cH:73][cH:74][cH:75][cH:76]2)[c:77]2[cH:78][cH:79][cH:80][cH:81][cH:82]2)[P:83]([c:84]2[cH:85][cH:86][cH:87][cH:88][cH:89]2)([c:90]2[cH:91][cH:92][cH:93][cH:94][cH:95]2)[c:96]2[cH:97][cH:98][cH:99][cH:100][cH:101]2)([c:102]2[cH:103][cH:104][cH:105][cH:106][cH:107]2)[c:108]2[cH:109][cH:110][cH:111][cH:112][cH:113]2)[cH:114][cH:115]1>>[c:2]1(-[c:18]2[cH:17][cH:16][c:15]([F:14])[cH:20][cH:19]2)[n:3][c:4]([CH3:13])[cH:5][c:6]2[c:7]1[C:8](=[O:12])[O:9][CH2:10][CH2:11]2.